Dataset: the Open Reaction Database (ORD), a public repository of structured organic reaction records. Task: describe an organic reaction: reactants, conditions, products, and yield Reactants: FC=1C=C(C(=O)NC2=CC=C(C3=CC=CC=C23)C=CCCCC)C=C(C1)N1CCOCC1 (3-fluoro-N-(4-hex-1-enyl-naphthalen-1-yl)-5-morpholin-4-yl-benzamide), O (water), I(=O)(=O)(=O)[O-].[Na+] (sodium periodate). Reagents/catalysts: [Os](=O)(=O)(=O)=O (osmium tetroxide). Run in C(C)(=O)OCC (ethyl acetate). Conditions: time 1.5 hour. Product: FC=1C=C(C(=O)NC2=CC=C(C3=CC=CC=C23)C=O)C=C(C1)N1CCOCC1 (3-fluoro-N-(4-formyl-naphthalen-1-yl)-5-morpholin-4-yl-benzamide). The yield is 45.3%. Reaction SMILES: [F:1][C:2]1[CH:3]=[C:4]([CH:24]=[C:25]([N:27]2[CH2:32][CH2:31][O:30][CH2:29][CH2:28]2)[CH:26]=1)[C:5]([NH:7][C:8]1[C:17]2[C:12](=[CH:13][CH:14]=[CH:15][CH:16]=2)[C:11]([CH:18]=CCCCC)=[CH:10][CH:9]=1)=[O:6].O.I([O-])(=O)(=O)=[O:35].[Na+]>C(OCC)(=O)C.[Os](=O)(=O)(=O)=O>[F:1][C:2]1[CH:3]=[C:4]([CH:24]=[C:25]([N:27]2[CH2:28][CH2:29][O:30][CH2:31][CH2:32]2)[CH:26]=1)[C:5]([NH:7][C:8]1[C:13]2[C:12](=[CH:17][CH:16]=[CH:15][CH:14]=2)[C:11]([CH:18]=[O:35])=[CH:10][CH:9]=1)=[O:6] |f:2.3|. Reported procedure: To a stirred room temperature solution of 3-fluoro-N-(4-hex-1-enyl-naphthalen-1-yl)-5-morpholin-4-yl-benzamide (2.7 g, 6.25 mmol) THF (15 ml) and water (5 ml) is added osmium tetroxide (2.5% in t-butanol) (100 μl) and sodium periodate (6 g) in portions over 30 minutes. After 1.5 hours, the mixture is diluted with ethyl acetate (200 ml) and washed with water (2×100 ml). The organic layer is dried over anhydrous sodium sulfate and evaporated to dryness. The residue is purified by column chromatogr... Starting materials: Cl, CCc1cc2c(c(-c3ccccc3)c1)OC(CN=[N+]=[N-])C2, c1ccc(P(c2ccccc2)c2ccccc2)cc1. Product: CCc1cc2c(c(-c3ccccc3)c1)OC(CN)C2. RXN SMILES: [ClH:41].[N:1](=[N+:2]=[N-:3])[CH2:4][CH:5]1[O:6][c:7]2[c:8]([cH:10][c:11]([CH2:20][CH3:21])[cH:12][c:13]2-[c:14]2[cH:15][cH:16][cH:17][cH:18][cH:19]2)[CH2:9]1.[c:22]1([P:23]([c:24]2[cH:25][cH:26][cH:27][cH:28][cH:29]2)[c:30]2[cH:31][cH:32][cH:33][cH:34][cH:35]2)[cH:36][cH:37][cH:38][cH:39][cH:40]1>>[NH2:1][CH2:4][CH:5]1[O:6][c:7]2[c:8]([cH:10][c:11]([CH2:20][CH3:21])[cH:12][c:13]2-[c:14]2[cH:15][cH:16][cH:17][cH:18][cH:19]2)[CH2:9]1. Reactants: FC1=C(C(=CC=C1)F)N1C(NCC2=C1N=C(N=C2C=2C=C(C=CC2C)NC(C2=CC(=C(C=C2)C)F)=O)S(=O)(=O)C)=O (N-{3-[8-(2,6-difluorophenyl)-2-(methylsulfonyl)-7-oxo-5,6,7,8-tetrahydropyrimido[4,5-d]pyrimidin-4-yl]-4-methylphenyl}-3-fluoro-4-methylbenzamide), NC1CCNCC1 (4-aminopiperidine). The solvent is C1CCOC1 (THF), CCOC(=O)C (EtOAc). Conditions: time 3 day. Product: [NH4+].[OH-] (NH4OH), NC1CCN(CC1)C=1N=C(C2=C(N(C(NC2)=O)C2=C(C=CC=C2F)F)N1)C=1C=C(C=CC1C)NC(C1=CC(=C(C=C1)C)F)=O (N-{3-[2-(4-amino-1-piperidinyl)-8-(2,6-difluorophenyl)-7-oxo-5,6,7,8-tetrahydropyrimido[4,5-d]pyrimidin-4-yl]-4-methylphenyl}-3-fluoro-4-methylbenzamide). RXN SMILES: [F:1][C:2]1[CH:7]=[CH:6][CH:5]=[C:4]([F:8])[C:3]=1[N:9]1[C:14]2[N:15]=[C:16](S(C)(=O)=O)[N:17]=[C:18]([C:19]3[CH:20]=[C:21]([NH:26][C:27](=[O:36])[C:28]4[CH:33]=[CH:32][C:31]([CH3:34])=[C:30]([F:35])[CH:29]=4)[CH:22]=[CH:23][C:24]=3[CH3:25])[C:13]=2[CH2:12][NH:11][C:10]1=[O:41].[NH2:42][CH:43]1[CH2:48][CH2:47][NH:46][CH2:45][CH2:44]1>C1COCC1.CCOC(C)=O>[NH4+:9].[OH-:36].[NH2:42][CH:43]1[CH2:48][CH2:47][N:46]([C:16]2[N:17]=[C:18]([C:19]3[CH:20]=[C:21]([NH:26][C:27](=[O:36])[C:28]4[CH:33]=[CH:32][C:31]([CH3:34])=[C:30]([F:35])[CH:29]=4)[CH:22]=[CH:23][C:24]=3[CH3:25])[C:13]3[CH2:12][NH:11][C:10](=[O:41])[N:9]([C:3]4[C:2]([F:1])=[CH:7][CH:6]=[CH:5][C:4]=4[F:8])[C:14]=3[N:15]=2)[CH2:45][CH2:44]1 |f:4.5|. Procedure: The compound N-{3-[8-(2,6-difluorophenyl)-2-(methylsulfonyl)-7-oxo-5,6,7,8-tetrahydropyrimido[4,5-d]pyrimidin-4-yl]-4-methylphenyl}-3-fluoro-4-methylbenzamide (0.080 g, 0.137 mmol) and 4-aminopiperidine (0.055 g, 0.551 mmol) were suspended in THF (3 mL) and stirred under argon for 3 days. The completed reaction mixture was diluted with EtOAc and the organic phase washed with water, brine (twice), dried over Na2SO4, filtered and concentrated. The crude residue was purified by flash chromatography... The reactants are COC(CC1=CC2=CC=C(C=C2C(=C1CC)OC(C)=O)F)=O ((4-acetoxy-3-ethyl-6-fluoro-naphthalen-2-yl)-acetic acid methyl ester), C[O-].[Na+] (sodium methoxide), Cl (hydrochloric acid). Run in CO (methanol). Conditions: time 2 hour. Product: crude product, COC(CC1=CC2=CC=C(C=C2C(=C1CC)O)F)=O ((3-ethyl-6-fluoro-4-hydroxy-naphthalen-2-yl)-acetic acid methyl ester). Isolated yield 97.6%. As a reaction SMILES: [CH3:1][O:2][C:3](=[O:22])[CH2:4][C:5]1[C:14]([CH2:15][CH3:16])=[C:13]([O:17]C(=O)C)[C:12]2[C:7](=[CH:8][CH:9]=[C:10]([F:21])[CH:11]=2)[CH:6]=1.C[O-].[Na+].Cl>CO>[CH3:1][O:2][C:3](=[O:22])[CH2:4][C:5]1[C:14]([CH2:15][CH3:16])=[C:13]([OH:17])[C:12]2[C:7](=[CH:8][CH:9]=[C:10]([F:21])[CH:11]=2)[CH:6]=1 |f:1.2|. Procedure: A mixture of (4-acetoxy-3-ethyl-6-fluoro-naphthalen-2-yl)-acetic acid methyl ester (50 mg, 0.164 mmol), sodium methoxide (13 mg, 0.247 mmol), and methanol (4 mL) was stirred at room temperature for 2 hours. After the reaction mixture was acidified with concentrated hydrochloric acid to pH 5, a precipitate formed, which was then collected by filtration, and dissolved in ethyl acetate (20 mL). The organic solution was dried over sodium sulfate, and concentrated in vacuo to afford the crude product... Reactants: CC=1NC2=CC=CC=C2C1C(=O)OC(C)(C)C (tert-butyl 2-methyl-1H-indole-3-carboxylate), ClC(C(C)=O)C (3-chlorobutan-2-one), C([O-])([O-])=O.[K+].[K+] (potassium carbonate), [I-].[K+] (potassium iodide). Run in C(C)#N (acetonitrile), O (water). Conditions: temperature 90 celsius, time 8 hour. The product is CC=1N(C2=CC=CC=C2C1C(=O)OC(C)(C)C)C(C)C(C)=O (tert-butyl 2-methyl-1-(3-oxobutan-2-yl)-1H-indole-3-carboxylate). Yield: 23.0%. Reaction SMILES: [CH3:1][C:2]1[NH:3][C:4]2[C:9]([C:10]=1[C:11]([O:13][C:14]([CH3:17])([CH3:16])[CH3:15])=[O:12])=[CH:8][CH:7]=[CH:6][CH:5]=2.Cl[CH:19]([CH3:23])[C:20](=[O:22])[CH3:21].C(=O)([O-])[O-].[K+].[K+].[I-].[K+]>C(#N)C.O>[CH3:1][C:2]1[N:3]([CH:19]([C:20](=[O:22])[CH3:21])[CH3:23])[C:4]2[C:9]([C:10]=1[C:11]([O:13][C:14]([CH3:17])([CH3:16])[CH3:15])=[O:12])=[CH:8][CH:7]=[CH:6][CH:5]=2 |f:2.3.4,5.6|. Procedure: To a solution of tert-butyl 2-methyl-1H-indole-3-carboxylate (2 g, 8.65 mmol) and 3-chlorobutan-2-one (1.1 g, 10.38 mmol) in acetonitrile (18 mL) were added potassium carbonate (3.2 g, 25.8 mmol) and potassium iodide (1.4 g, 8.65 mmol). The reaction mixture was stirred at 90° C. overnight. To the reaction mixture was added water (20 mL). The aqueous layer was extracted with ethyl acetate (50 mL×4). The combined organic layers were dried over sodium sulfate and concentrated. The crude product was... Reactants: O=C1COCCC1C(=O)OCC (ethyl 3-oxotetrahydro-2H-pyran-4-carboxylate), CCN(C(C)C)C(C)C (DIPEA), O(S(=O)(=O)C(F)(F)F)S(=O)(=O)C(F)(F)F (Tf2O). Run in C(Cl)Cl (DCM), C(Cl)Cl (DCM). Reaction conditions: time 2 hour. Product: FC(S(=O)(=O)OC1=C(CCOC1)C(=O)OCC)(F)F (ethyl 5-(((trifluoromethyl)sulfonyl)oxy)-3,6-dihydro-2H-pyran-4-carboxylate), crude product. Reaction SMILES: [O:1]=[C:2]1[CH:7]([C:8]([O:10][CH2:11][CH3:12])=[O:9])[CH2:6][CH2:5][O:4][CH2:3]1.CCN(C(C)C)C(C)C.[O:22](S(C(F)(F)F)(=O)=O)[S:23]([C:26]([F:29])([F:28])[F:27])(=O)=[O:24]>C(Cl)Cl>[F:27][C:26]([F:29])([F:28])[S:23]([O:1][C:2]1[CH2:3][O:4][CH2:5][CH2:6][C:7]=1[C:8]([O:10][CH2:11][CH3:12])=[O:9])(=[O:24])=[O:22]. Reported procedure: To a solution of ethyl 3-oxotetrahydro-2H-pyran-4-carboxylate (1.0 g, 5.81 mmol) in DCM (30 mL) was added DIPEA (1.22 mL, 6.97 mmol) and Tf2O (1.08 mL, 6.39 mmol) at −78° C., then it was warmed up to room temperature and stirred at room temperature for 2 h, the solution was diluted with DCM, washed with Sat. NaHCO3, brine, dried and concentrated to give ethyl 5-(((trifluoromethyl)sulfonyl)oxy)-3,6-dihydro-2H-pyran-4-carboxylate as crude product (2 g).